This data is from the Open Reaction Database (ORD), a public repository of structured organic reaction records. The task is: describe an organic reaction: reactants, conditions, products, and yield Reactants: COCCOC, CCN(CC1CC1)c1c([N+](=O)[O-])cc(C(F)(F)F)c(Cl)c1[N+](=O)[O-], N. The product is CCN(CC1CC1)c1c([N+](=O)[O-])cc(C(F)(F)F)c(N)c1[N+](=O)[O-]. Reaction SMILES: [CH2:26]([CH2:27][O:28][CH3:29])[O:30][CH3:31].[CH:1]1([CH2:4][N:5]([c:6]2[c:7]([N+:20](=[O:21])[O-:22])[c:8]([Cl:19])[c:9]([C:15]([F:16])([F:17])[F:18])[cH:10][c:11]2[N+:12](=[O:13])[O-:14])[CH2:23][CH3:24])[CH2:2][CH2:3]1.[NH3:25]>>[CH:1]1([CH2:4][N:5]([c:6]2[c:7]([N+:20](=[O:21])[O-:22])[c:8]([NH2:25])[c:9]([C:15]([F:16])([F:17])[F:18])[cH:10][c:11]2[N+:12](=[O:13])[O-:14])[CH2:23][CH3:24])[CH2:2][CH2:3]1. The reactants are ClC1=CC(=C(C#N)C=C1)C (4-Chloro-2-methyl-benzonitrile), BrNC(CCC(=O)N)=O (N-bromosuccinamide), N(=NC(C#N)(C)C)C(C#N)(C)C (2,2′-azobisisobutyronitrile). The solvent is C(Cl)(Cl)(Cl)Cl (carbon tetrachloride). Yields the product ClC1=CC(=C(C#N)C=C1)CBr (4-Chloro-2-(bromo-methyl)-benzonitrile). Yield: 40.0%. Reaction SMILES: [Cl:1][C:2]1[CH:9]=[CH:8][C:5]([C:6]#[N:7])=[C:4]([CH3:10])[CH:3]=1.[Br:11]NC(=O)CCC(N)=O.N(C(C)(C)C#N)=NC(C)(C)C#N>C(Cl)(Cl)(Cl)Cl>[Cl:1][C:2]1[CH:9]=[CH:8][C:5]([C:6]#[N:7])=[C:4]([CH2:10][Br:11])[CH:3]=1. Procedure: To a stirred solution 4-Chloro-2-methyl-benzonitrile 1(5.0 g, 33.0 mmol) in carbon tetrachloride (150 mL) was added N-bromosuccinamide (7.6 g, 42.9 mmol) and 2,2′-azobisisobutyronitrile (cat.). The reaction mixture was refluxed 6 hrs, filtered, concentrated, and partitioned between ether and water. The ether layer was dried, concentrated, and purified by silica gel chromatography (10% ether/hexanes) to yield a white solid (40%). 1H NMR (400 MHz, CDCl3) δ7.61 (d, J=8.3 Hz, 1 H, Ar), 7.57 (d, J=2.... Starting materials: C1CCOC1, CC(=O)O, CCOC(C)=O, Cl, CCOC(=O)Cc1c(-c2ccccc2)c2cc3c(cc2oc1=O)C(=O)OC3. Yields the product O=C(O)Cc1c(-c2ccccc2)c2cc3c(cc2oc1=O)C(=O)OC3. Reaction SMILES: [CH2:33]1[O:34][CH2:35][CH2:36][CH2:37]1.[CH3:29][C:30](=[O:31])[OH:32].[CH3:38][CH2:39][O:40][C:41](=[O:42])[CH3:43].[ClH:28].[O:1]=[c:2]1[o:3][c:4]2[cH:5][c:6]3[c:7]([cH:8][c:9]2[c:10](-[c:18]2[cH:19][cH:20][cH:21][cH:22][cH:23]2)[c:11]1[CH2:12][C:13](=[O:14])[O:15][CH2:16][CH3:17])[CH2:24][O:25][C:26]3=[O:27]>>[O:1]=[c:2]1[o:3][c:4]2[cH:5][c:6]3[c:7]([cH:8][c:9]2[c:10](-[c:18]2[cH:19][cH:20][cH:21][cH:22][cH:23]2)[c:11]1[CH2:12][C:13](=[O:14])[OH:15])[CH2:24][O:25][C:26]3=[O:27]. The reactants are CCCCCCCCCCCCCCCCOCC(O)COC(c1ccccc1)(c1ccccc1)c1ccccc1, COC(=O)N=NC(=O)OC, C1CCOC1, Oc1ccon1, c1ccc(P(c2ccccc2)c2ccccc2)cc1. Product: CCCCCCCCCCCCCCCCOCC(COC(c1ccccc1)(c1ccccc1)c1ccccc1)Oc1ccon1. RXN SMILES: [CH2:1]([CH2:2][CH2:3][CH2:4][CH2:5][CH2:6][CH2:7][CH2:8][CH2:9][CH2:10][CH2:11][CH2:12][CH2:13][CH2:14][CH2:15][CH3:16])[O:17][CH2:18][CH:19]([OH:20])[CH2:21][O:22][C:23]([c:24]1[cH:25][cH:26][cH:27][cH:28][cH:29]1)([c:30]1[cH:31][cH:32][cH:33][cH:34][cH:35]1)[c:36]1[cH:37][cH:38][cH:39][cH:40][cH:41]1.[N:67]([C:68]([O:69][CH3:70])=[O:71])=[N:72][C:73]([O:74][CH3:75])=[O:76].[O:77]1[CH2:78][CH2:79][CH2:80][CH2:81]1.[OH:42][c:43]1[n:44][o:45][cH:46][cH:47]1.[c:48]1([P:49]([c:50]2[cH:51][cH:52][cH:53][cH:54][cH:55]2)[c:56]2[cH:57][cH:58][cH:59][cH:60][cH:61]2)[cH:62][cH:63][cH:64][cH:65][cH:66]1>>[CH2:1]([CH2:2][CH2:3][CH2:4][CH2:5][CH2:6][CH2:7][CH2:8][CH2:9][CH2:10][CH2:11][CH2:12][CH2:13][CH2:14][CH2:15][CH3:16])[O:17][CH2:18][CH:19]([O:20][c:43]1[n:44][o:45][cH:46][cH:47]1)[CH2:21][O:22][C:23]([c:24]1[cH:25][cH:26][cH:27][cH:28][cH:29]1)([c:30]1[cH:31][cH:32][cH:33][cH:34][cH:35]1)[c:36]1[cH:37][cH:38][cH:39][cH:40][cH:41]1.